From a dataset of the Open Reaction Database (ORD), a public repository of structured organic reaction records. describe an organic reaction: reactants, conditions, products, and yield The reactants are ClC1=CC=C2C(=NNC2=C1)C1=CN=C2C(=N1)C(=CN2COC(C(C)(C)C)=O)C(=O)OC (methyl 2-(6-chloro-1H-indazol-3-yl)-5-(pivaloyloxymethyl)-5H-pyrrolo[3,2-b]pyrazine-7-carboxylate), [OH-].[K+] (KOH). The solvent is O1CCOCC1 (1,4-dioxane), O (water). Yields the product ClC1=CC=C2C(=NNC2=C1)C1=CN=C2C(=N1)C(=CN2)C(=O)O (2-(6-chloro-1H-indazol-3-yl)-5H-pyrrolo[3,2-b]pyrazine-7-carboxylic acid). The yield is 124.2%. Reaction SMILES: [Cl:1][C:2]1[CH:10]=[C:9]2[C:5]([C:6]([C:11]3[N:16]=[C:15]4[C:17]([C:28]([O:30]C)=[O:29])=[CH:18][N:19](COC(=O)C(C)(C)C)[C:14]4=[N:13][CH:12]=3)=[N:7][NH:8]2)=[CH:4][CH:3]=1.[OH-].[K+]>O1CCOCC1.O>[Cl:1][C:2]1[CH:10]=[C:9]2[C:5]([C:6]([C:11]3[N:16]=[C:15]4[C:17]([C:28]([OH:30])=[O:29])=[CH:18][NH:19][C:14]4=[N:13][CH:12]=3)=[N:7][NH:8]2)=[CH:4][CH:3]=1 |f:1.2|. Reported procedure: A mixture of methyl 2-(6-chloro-1H-indazol-3-yl)-5-(pivaloyloxymethyl)-5H-pyrrolo[3,2-b]pyrazine-7-carboxylate (202 mg, 0.457 mmol) and KOH (385 mg, 6.86 mmol) in 1,4-dioxane (10 mL) and water (5 mL) was heated to reflux for 3 hours. Reaction mixture was concentrated and the residue was adjusted to pH=5 with 1.0 M HCl aqueous. The precipitate was collected by filtration and dried to afford 2-(6-chloro-1H-indazol-3-yl)-5H-pyrrolo[3,2-b]pyrazine-7-carboxylic acid (178 mg, crude) as a yellow solid.... Procedure details: The general procedure of Example 9 was repeated using 3-fluoro-4-(2,2,2-trifluoroethoxy)phenol and 4-bromomethyl-1-n-heptyl-1-phenyl-1-silacyclohexane, thereby obtaining the intended compound. As a reaction SMILES: [F:1][C:2]1[CH:3]=[C:4]([OH:14])[CH:5]=[CH:6][C:7]=1[O:8][CH2:9][C:10]([F:13])([F:12])[F:11].Br[CH2:16][CH:17]1[CH2:22][CH2:21][Si:20]([CH2:29][CH2:30][CH2:31][CH2:32][CH2:33][CH2:34][CH3:35])(C2C=CC=CC=2)[CH2:19][CH2:18]1>>[F:1][C:2]1[CH:3]=[C:4]([O:14][CH2:16][C@H:17]2[CH2:22][CH2:21][Si@H:20]([CH2:29][CH2:30][CH2:31][CH2:32][CH2:33][CH2:34][CH3:35])[CH2:19][CH2:18]2)[CH:5]=[CH:6][C:7]=1[O:8][CH2:9][C:10]([F:12])([F:13])[F:11]. The reactants are FC=1C=C(C=CC1OCC(F)(F)F)O (3-fluoro-4-(2,2,2-trifluoroethoxy)phenol), BrCC1CC[Si](CC1)(C1=CC=CC=C1)CCCCCCC (4-bromomethyl-1-n-heptyl-1-phenyl-1-silacyclohexane). Yields the product FC=1C=C(C=CC1OCC(F)(F)F)OC[C@@H]1CC[Si@H](CC1)CCCCCCC (trans-4-(3-fluoro-4-(2,2,2-trifluoroethoxy)phenyloxymethyl)-1-n-heptyl-1-silacyclohexane). Reactants: C(=O)(O)C1=C(CN2C(NC(C3=CC=CC=C23)=O)=O)C=CC=C1 (1-(2-carboxybenzyl)quinazoline-2,4(1H,3H)-dione), COC(=O)C=1C=C(CN2C(NC(C3=CC=CC=C23)=O)=O)C=CC1 (1-(3-Methoxycarbonylbenzyl)quinazoline-2,4(1H,3H)-dione), N1C(NC(C2=CC=CC=C12)=O)=O (quinazoline-2,4(1H,3H)-dione), BrCC1=C(C(=O)OC)C=CC=C1 (methyl 2-(bromomethyl)benzoate), N1(CCNCC1)C1=NC=CC=N1 (2-(piperazin-1-yl)pyrimidine), compound. The product is N1=C(N=CC=C1)N1CCN(CC1)C(=O)C1=C(CN2C(NC(C3=CC=CC=C23)=O)=O)C=CC=C1 (1-(2-(4-(Pyrimidin-2-yl)piperazine-1-carbonyl)benzyl)quinazoline-2,4(1H,3H)-dione). As a reaction SMILES: [C:1]([C:4]1[CH:22]=[CH:21][CH:20]=[CH:19][C:5]=1[CH2:6][N:7]1[C:16]2[C:11](=[CH:12][CH:13]=[CH:14][CH:15]=2)[C:10](=[O:17])[NH:9][C:8]1=[O:18])(O)=[O:2].N1C2C(=CC=CC=2)C(=O)NC1=O.BrCC1C=CC=CC=1C(OC)=O.COC(C1C=C(C=CC=1)CN1C2C(=CC=CC=2)C(=O)NC1=O)=O.[N:70]1([C:76]2[N:81]=[CH:80][CH:79]=[CH:78][N:77]=2)[CH2:75][CH2:74][NH:73][CH2:72][CH2:71]1>>[N:77]1[CH:78]=[CH:79][CH:80]=[N:81][C:76]=1[N:70]1[CH2:75][CH2:74][N:73]([C:1]([C:4]2[CH:22]=[CH:21][CH:20]=[CH:19][C:5]=2[CH2:6][N:7]2[C:16]3[C:11](=[CH:12][CH:13]=[CH:14][CH:15]=3)[C:10](=[O:17])[NH:9][C:8]2=[O:18])=[O:2])[CH2:72][CH2:71]1. Procedure details: The title compound was prepared from 1-(2-carboxybenzyl)quinazoline-2,4(1H,3H)-dione (prepared from quinazoline-2,4(1H,3H)-dione and methyl 2-(bromomethyl)benzoate using a procedure similar to those used for compounds of Example 1 and 2), and 2-(piperazin-1-yl)pyrimidine using a procedure similar to that described for the synthesis of compound of Example 3. 1H NMR (DMSO-d6): 11.76 (s, 1H), 8.40 (d, J=4.8 Hz, 2H), 8.03-8.00 (m, 1H), 7.70-7.50 (m, 1H), 7.35-7.00 (m, 6H), 6.68 (t, J=4.8 Hz, 1H), 5.... Starting materials: O=O (oxygene), C1(=CC=CC=C1)C (toluene), ON1C(N(C(N(C1=O)O)=O)O)=O (hexahydro-1,3,5-trihydroxy-1,3,5-triazine-2,4,6-trione). The reagents and catalysts are C(C)(=O)[O-].[Co+2].C(C)(=O)[O-] (cobalt(II) acetate). Solvent: C(C)(=O)O (acetic acid). Product: C(C1=CC=CC=C1)(=O)O (benzoic acid), C(C1=CC=CC=C1)=O (benzaldehyde). Reaction SMILES: [C:1]1([CH3:7])[CH:6]=[CH:5][CH:4]=[CH:3][CH:2]=1.[OH:8]N1C(=O)N(O)C(=O)N(O)[C:10]1=[O:19].[O:20]=O>C([O-])(=O)C.[Co+2].C([O-])(=O)C.C(O)(=O)C>[C:10]([OH:19])(=[O:20])[C:1]1[CH:6]=[CH:5][CH:4]=[CH:3][CH:2]=1.[CH:7](=[O:8])[C:1]1[CH:6]=[CH:5][CH:4]=[CH:3][CH:2]=1 |f:3.4.5|. Procedure details: A mixture of 0.276 g of toluene, 0.005 g of hexahydro-1,3,5-trihydroxy-1,3,5-triazine-2,4,6-trione (1% by mole relative to toluene), 5 g of acetic acid and 0.004 g of cobalt(II) acetate.4H2O was stirred at 60° C. in an atmosphere of oxygene gas (1 atm=0.1 MPa) for 6 hours. The resulting product in the reaction mixture was analyzed by gas chromatography and was found to yield benzoic acid and benzaldehyde in 49% and 3% yields, respectively, at 53% conversion of toluene.